Dataset: the Open Reaction Database (ORD), a public repository of structured organic reaction records. Task: describe an organic reaction: reactants, conditions, products, and yield Reactants: C[Mg]I (Methyl magnesium iodide), FC1=C(C=CC=C1)C=1C=NC(=NC1)N1C=C(C2=CC=C(C=C12)C(=O)N1CCOCC1)C=O (1-(5-(2-Fluorophenyl)pyrimidin-2-yl)-6-(morpholine-4-carbonyl)-1H-indole-3-carbaldehyde). The solvent is C1CCOC1 (THF). Run at time 2 hour. Yields the product FC1=C(C=CC=C1)C=1C=NC(=NC1)N1C=C(C2=CC=C(C=C12)C(=O)N1CCOCC1)C(C)O ((1-(5-(2-Fluorophenyl)pyrimidin-2-yl)-3-(1-hydroxyethyl)-1H-indol-6-yl)(morpholino)-methanone). As a reaction SMILES: [CH3:1][Mg]I.[F:4][C:5]1[CH:10]=[CH:9][CH:8]=[CH:7][C:6]=1[C:11]1[CH:12]=[N:13][C:14]([N:17]2[C:25]3[C:20](=[CH:21][CH:22]=[C:23]([C:26]([N:28]4[CH2:33][CH2:32][O:31][CH2:30][CH2:29]4)=[O:27])[CH:24]=3)[C:19]([CH:34]=[O:35])=[CH:18]2)=[N:15][CH:16]=1>C1COCC1>[F:4][C:5]1[CH:10]=[CH:9][CH:8]=[CH:7][C:6]=1[C:11]1[CH:16]=[N:15][C:14]([N:17]2[C:25]3[C:20](=[CH:21][CH:22]=[C:23]([C:26]([N:28]4[CH2:33][CH2:32][O:31][CH2:30][CH2:29]4)=[O:27])[CH:24]=3)[C:19]([CH:34]([OH:35])[CH3:1])=[CH:18]2)=[N:13][CH:12]=1. Procedure details: Methyl magnesium iodide (3M solution in diethyl ether, 0.17 mL, 0.522 mmol, 1.5 eq) was added at −70° C. to a stirred solution of 28a) (150 mg, 0.348 mmol, 1.0 eq) in dry THF (10 mL) and stirring was continued for 2 h at −50° C. The reaction mixture was quenched with ammonium chloride solution, diluted with water (20 mL), and extracted with ethyl acetate (2×20 mL). The organic layers were washed with brine, dried over sodium sulfate, and evaporated. The residue was purified by preparative TLC us... Starting materials: O=C(Cl)Cl, ClCCl, CS(=O)(=O)NC(N)=O, c1ccncc1. Product: CS(=O)(=O)NC(=O)NC(=O)Cl. Reaction SMILES: [Cl:15][C:16]([Cl:17])=[O:18].[Cl:19][CH2:20][Cl:21].[S:7](=[O:8])(=[O:9])([CH3:10])[NH:11][C:12](=[O:13])[NH2:14].[cH:1]1[cH:2][cH:3][n:4][cH:5][cH:6]1>>[S:7](=[O:8])(=[O:9])([CH3:10])[NH:11][C:12](=[O:13])[NH:14][C:16]([Cl:15])=[O:18]. Starting materials: O=C([O-])[O-], [Cs+], [Cs+], CCCI, CC(C)(C)OC(=O)N1CC(NS(=O)(=O)c2ccccc2[N+](=O)[O-])CC(C(=O)N2CCOCC2)C1, O. Yields the product CCCN(C1CC(C(=O)N2CCOCC2)CN(C(=O)OC(C)(C)C)C1)S(=O)(=O)c1ccccc1[N+](=O)[O-]. Reaction SMILES: [C:35](=[O:36])([O-:37])[O-:38].[Cs+:39].[Cs+:40].[I:41][CH2:42][CH2:43][CH3:44].[O:1]1[CH2:2][CH2:3][N:4]([C:7](=[O:8])[CH:9]2[CH2:10][N:11]([C:28](=[O:29])[O:30][C:31]([CH3:32])([CH3:33])[CH3:34])[CH2:12][CH:13]([NH:15][S:16](=[O:17])(=[O:18])[c:19]3[c:20]([N+:25](=[O:26])[O-:27])[cH:21][cH:22][cH:23][cH:24]3)[CH2:14]2)[CH2:5][CH2:6]1.[OH2:45]>>[O:1]1[CH2:2][CH2:3][N:4]([C:7](=[O:8])[CH:9]2[CH2:10][N:11]([C:28](=[O:29])[O:30][C:31]([CH3:32])([CH3:33])[CH3:34])[CH2:12][CH:13]([N:15]([S:16](=[O:17])(=[O:18])[c:19]3[c:20]([N+:25](=[O:26])[O-:27])[cH:21][cH:22][cH:23][cH:24]3)[CH2:42][CH2:43][CH3:44])[CH2:14]2)[CH2:5][CH2:6]1.